From a dataset of the Open Reaction Database (ORD), a public repository of structured organic reaction records. describe an organic reaction: reactants, conditions, products, and yield Reactants: ClC1=[N+](C(=CC=C1[N+](=O)[O-])C)[O-] (2-Chloro-3-nitro-6-picoline-N-oxide), C(C)(=O)OC(C)=O (acetic anhydride). Reaction conditions: temperature 60 celsius. Yields the product ClC1=NC(=CC=C1[N+](=O)[O-])COC(C)=O (2-Chloro-3-nitro-6-acetoxymethylpyridine). As a reaction SMILES: [Cl:1][C:2]1[C:7]([N+:8]([O-:10])=[O:9])=[CH:6][CH:5]=[C:4]([CH3:11])[N+:3]=1[O-].[C:13]([O:16]C(=O)C)(=[O:15])[CH3:14]>>[Cl:1][C:2]1[C:7]([N+:8]([O-:10])=[O:9])=[CH:6][CH:5]=[C:4]([CH2:11][O:16][C:13](=[O:15])[CH3:14])[N:3]=1. Procedure: 2-Chloro-3-nitro-6-picoline-N-oxide (1,6 g, 8.5 mmol) was dissolved in acetic anhydride (5 mL) and the solution was heated in a 60° C. oil bath for 3 hours. The solvents were removed under vacuum and the dark residue was partitioned between methylene chloride (30 mL) and saturated aqueous potassium carbonate (100 mL). The aqueous layer was re-extracted with more methylene chloride (2×40 mL) and the combined methylene chloride layers were dried with magnesium sulfate, filtered and evaporated unde...